From a dataset of the Open Reaction Database (ORD), a public repository of structured organic reaction records. describe an organic reaction: reactants, conditions, products, and yield Starting materials: NC1=C(C=CC=C1)NC(=S)NCC1CCN(CC1)CC1=CC(=C(C=C1)Cl)Cl (2-amino-phenyl-3-[1-(3,4-dichloro-benzyl)-piperidin-4-ylmethyl]-thiourea), [S] (sulfur). Reagents/catalysts: O=[Hg] (mercury (II) oxide red). The solvent is C(C)O (ethanol). The product is N1C(=NC2=C1C=CC=C2)NCC2CCN(CC2)CC2=CC(=C(C=C2)Cl)Cl ((1H-benzoimidazol-2-yl)-[1-(3,4-dichloro-benzyl)-piperidin-4-ylmethyl]-amine). As a reaction SMILES: [NH2:1][C:2]1[CH:7]=[CH:6][CH:5]=[CH:4][C:3]=1[NH:8][C:9]([NH:11][CH2:12][CH:13]1[CH2:18][CH2:17][N:16]([CH2:19][C:20]2[CH:25]=[CH:24][C:23]([Cl:26])=[C:22]([Cl:27])[CH:21]=2)[CH2:15][CH2:14]1)=S.[S]>O=[Hg].C(O)C>[NH:8]1[C:3]2[CH:4]=[CH:5][CH:6]=[CH:7][C:2]=2[N:1]=[C:9]1[NH:11][CH2:12][CH:13]1[CH2:18][CH2:17][N:16]([CH2:19][C:20]2[CH:25]=[CH:24][C:23]([Cl:26])=[C:22]([Cl:27])[CH:21]=2)[CH2:15][CH2:14]1 |^3:27|. Procedure: After adding ethanol (1 ml) to 1-(2-amino-phenyl-3-[1-(3,4-dichloro-benzyl)-piperidin-4-ylmethyl]-thiourea (11 mg, 0.025 mmol), mercury (II) oxide red (16 mg, 0.074 mmol) and sulfur (0.3 mg, 0.0094 mmol) were added at room temperature, and the mixture was refluxed for 7 hours. The mercury was filtered with celite, and the solvent was removed under reduced pressure. The residue was purified by silica gel column chromatography (hexane/dichloromethane/methanol/triethylamine=40/25/20/10/5) to obtain... Reactants: FC1=CC=C(C=C1)CC1=CN=C2C(=C(C(N(C2=C1)CCCSC)=O)C(=O)OCC)O (ethyl 7-[(4-fluorophenyl)methyl]-4-hydroxy-1-[3-(methylthio)propyl]-2-oxo-1,2-dihydro-1,5-naphthyridine-3-carboxylate), FC1=CC=C(C=C1)CC1=CN=C2C(=C(C(N(C2=C1)CCCS(=O)C)=O)C(=O)OCC)O (ethyl 7-[(4-fluorophenyl)methyl]-4-hydroxy-1-[3-(methylsulfinyl)propyl]-2-oxo-1,2-dihydro-1,5-naphthyridine-3-carboxylate), ClC=1C=C(C(=O)OO)C=CC1 (m-chloroperoxybenzoic acid). Run in ClCCl (dichloromethane), ClCCl (dichloromethane). Run at time 3 hour. The product is FC1=CC=C(C=C1)CC1=CN=C2C(=C(C(N(C2=C1)CCCS(=O)(=O)C)=O)C(=O)OCC)O (ethyl 7-[(4-fluorophenyl)methyl]-4-hydroxy-1-[3-(methylsulfonyl)propyl]-2-oxo-1,2-dihydro-1,5-naphthyridine-3-carboxylate). RXN SMILES: FC1C=CC(CC2C=C3C(C(O)=C(C(OCC)=O)C(=[O:24])N3CCCSC)=NC=2)=CC=1.[F:31][C:32]1[CH:37]=[CH:36][C:35]([CH2:38][C:39]2[CH:48]=[C:47]3[C:42]([C:43]([OH:61])=[C:44]([C:56]([O:58][CH2:59][CH3:60])=[O:57])[C:45](=[O:55])[N:46]3[CH2:49][CH2:50][CH2:51][S:52]([CH3:54])=[O:53])=[N:41][CH:40]=2)=[CH:34][CH:33]=1.ClC1C=C(C=CC=1)C(OO)=O>ClCCl>[F:31][C:32]1[CH:37]=[CH:36][C:35]([CH2:38][C:39]2[CH:48]=[C:47]3[C:42]([C:43]([OH:61])=[C:44]([C:56]([O:58][CH2:59][CH3:60])=[O:57])[C:45](=[O:55])[N:46]3[CH2:49][CH2:50][CH2:51][S:52]([CH3:54])(=[O:24])=[O:53])=[N:41][CH:40]=2)=[CH:34][CH:33]=1. Procedure: To a cold (0° C.) solution of 30% ethyl 7-[(4-fluorophenyl)methyl]-4-hydroxy-1-[3-(methylthio)propyl]-2-oxo-1,2-dihydro-1,5-naphthyridine-3-carboxylate and 70% ethyl 7-[(4-fluorophenyl)methyl]-4-hydroxy-1-[3-(methylsulfinyl)propyl]-2-oxo-1,2-dihydro-1,5-naphthyridine-3-carboxylate (269 mg, 0.611 mmol) in dichloromethane (10 mL) was added m-chloroperoxybenzoic acid (158 mg, 0.915 mmol). The reaction mixture was warmed to room temperature and stirred 3 hours. The reaction mixture was diluted with ... Starting materials: CC(=O)C=1C=CC(=CC1)O (4-hydroxyacetophenone), N1C=NC=C1 (imidazole), [Si](C)(C)(C(C)(C)C)Cl (tert-butyldimethylsilyl chloride). Solvent: CN(C)C=O (DMF). Conditions: time 0.75 hour. Yields the product C(C)(C)(C)[Si](OC1=CC=C(C=C1)C(C)=O)(C)C (1-[4-(tert-Butyl-dimethyl-silanyloxy)-phenyl]-ethanone). Yield: 97.8%. RXN SMILES: [CH3:1][C:2]([C:4]1[CH:5]=[CH:6][C:7]([OH:10])=[CH:8][CH:9]=1)=[O:3].N1C=CN=C1.[Si:16](Cl)([C:19]([CH3:22])([CH3:21])[CH3:20])([CH3:18])[CH3:17]>CN(C=O)C>[C:19]([Si:16]([CH3:18])([CH3:17])[O:10][C:7]1[CH:8]=[CH:9][C:4]([C:2](=[O:3])[CH3:1])=[CH:5][CH:6]=1)([CH3:22])([CH3:21])[CH3:20]. Procedure: To a solution of 4-hydroxyacetophenone (10.0 g, 73.5 mmol) in DMF (74 mL) was added imidazole (12.0 g, 176.3 mmol) and tert-butyldimethylsilyl chloride (13.3 g, 88.1 mmol). The colorless solution was stirred for 0.75 h at rt then quenched with saturated aqueous NaHCO3. The aqueous phase was extracted with hexanes and the combined organic layers were washed with saturated NaHCO3. The organic layers were dried over sodium sulfate, filtered, and concentrated to provide 1-[4-(tert-Butyl-dimethyl-sil... Starting materials: C1OC=2C=C(C=CC2O1)O (3,4 Methylenedioxy Phenol), C(=O)([O-])[O-].[K+].[K+] (K2CO3), COS(=O)(=O)OC (dimethylsulphate), ( ε ), [Li]CCCC (BuLi), COC (methyl ether), C(CCC)[Li] (butyl lithium), CCCCCC (hexane). Solvent: C1CCOC1 (THF), CN(C)C=O (DMF), CC(=O)C (acetone), C1CCOC1 (THF). Product: COC1=CC=C2C(=C1C=O)OCO2 (6-Methoxy-2,3-Methylendioxy Benzaldehyde). RXN SMILES: [CH2:1]1[O:9][C:8]2[CH:7]=[CH:6][C:5]([OH:10])=[CH:4][C:3]=2[O:2]1.C([O-])([O-])=O.[K+].[K+].COS(OC)(=O)=O.[CH3:24][O:25][CH3:26].C([Li])CCC.CCCCCC>CC(C)=O.C1COCC1.CN(C=O)C>[CH3:24][O:25][C:26]1[C:4]([CH:5]=[O:10])=[C:3]2[O:2][CH2:1][O:9][C:8]2=[CH:7][CH:6]=1 |f:1.2.3|. Reported procedure: Compound 1 (47 g) in dry acetone (500 ml), K2CO3 (100 g) and dimethylsulphate (70 ml) were refluxed overnight. The white solid was filtered off, the filtrate concentrated, diluted with water and extracted with EtOAc. The EtOAc layer was washed with NaHCO3 solution and water, dried over anhydrous MgSO4. Removal of solvent afforded a straw coloured liquid, one spot by TLC, IR νmaxliq.film cm-1 : 1624; UV νmaxMeOH nm (ε): 296 (2875), 236 (2937), 217 (3027): 1H-NMR δ (CDCl3): 3.74 (3H, s, OCH3), 5.9... The reactants are ClCC=1N=C(SC1C)N1CCN(CC1)C(=O)OC(C)(C)C (tert-butyl 4-(4-chloromethyl-5-methyl-1,3-thiazol-2-yl)piperazine-1-carboxylate), P(OCC)(OCC)OCC (triethyl phosphite). Conditions: temperature 160 celsius, time 15 hour. Yields the product C(C)OP(=O)(OCC)CC=1N=C(SC1C)N1CCN(CC1)C(=O)OC(C)(C)C (tert-butyl 4-{4-[(diethoxyphosphoryl)methyl]-5-methyl-1,3-thiazol-2-yl}piperazine-1-carboxylate). Isolated yield 57.9%. As a reaction SMILES: Cl[CH2:2][C:3]1[N:4]=[C:5]([N:9]2[CH2:14][CH2:13][N:12]([C:15]([O:17][C:18]([CH3:21])([CH3:20])[CH3:19])=[O:16])[CH2:11][CH2:10]2)[S:6][C:7]=1[CH3:8].[P:22]([O:29]CC)([O:26][CH2:27][CH3:28])[O:23][CH2:24][CH3:25]>>[CH2:24]([O:23][P:22]([CH2:2][C:3]1[N:4]=[C:5]([N:9]2[CH2:14][CH2:13][N:12]([C:15]([O:17][C:18]([CH3:21])([CH3:20])[CH3:19])=[O:16])[CH2:11][CH2:10]2)[S:6][C:7]=1[CH3:8])([O:26][CH2:27][CH3:28])=[O:29])[CH3:25]. Reported procedure: A mixture of tert-butyl 4-(4-chloromethyl-5-methyl-1,3-thiazol-2-yl)piperazine-1-carboxylate (2.91 g) and triethyl phosphite (3.20 g) was stirred at 160° C. for 15 hrs. Excess triethyl phosphite was evaporated under reduced pressure. The residue was subjected to silica gel column chromatography and eluted with ethyl acetate-hexane (1:2-4:1, v/v) to give tert-butyl 4-{4-[(diethoxyphosphoryl)methyl]-5-methyl-1,3-thiazol-2-yl}piperazine-1-carboxylate as a yellow oil (2.20 g, yield 58%). The reactants are [Al+3], CC(=O)N1CCCc2ccsc2C1, [Cl-], [Cl-], [Cl-], O=C(Cl)CCl, ClCCl, O. Yields the product CC(=O)N1CCCc2cc(C(=O)CCl)sc2C1. As a reaction SMILES: [Al+3:20].[C:1]([CH3:2])(=[O:3])[N:4]1[CH2:5][c:6]2[c:7]([cH:11][cH:12][s:13]2)[CH2:8][CH2:9][CH2:10]1.[Cl-:19].[Cl-:21].[Cl-:22].[Cl:14][CH2:15][C:16](=[O:17])[Cl:18].[Cl:24][CH2:25][Cl:26].[OH2:23]>>[C:1]([CH3:2])(=[O:3])[N:4]1[CH2:5][c:6]2[c:7]([cH:11][c:12]([C:16]([CH2:15][Cl:14])=[O:17])[s:13]2)[CH2:8][CH2:9][CH2:10]1. Reactants: [H-].[Al+3].[Li+].[H-].[H-].[H-] (lithium aluminum hydride), OC1=C(C(=O)CCCCC(=O)O)C(=CC(=C1C)C)C (5-(2'-hydroxy-3',4',6'-trimethylbenzoyl)pentanoic acid). Solvent: O1CCCC1 (tetrahydrofuran), O1CCCC1 (tetrahydrofuran). Run at temperature 0 celsius. Product: OC(CCCCC(=O)O)C1=C(C(=C(C=C1C)C)C)O (6-hydroxy-6-(2'-hydroxy-3',4',6'-trimethylphenyl)hexanoic acid), needles. RXN SMILES: [H-].[Al+3].[Li+].[H-].[H-].[H-].[OH:7][C:8]1[C:22]([CH3:23])=[C:21]([CH3:24])[CH:20]=[C:19]([CH3:25])[C:9]=1[C:10]([CH2:12][CH2:13][CH2:14][CH2:15][C:16]([OH:18])=[O:17])=[O:11]>O1CCCC1>[OH:11][CH:10]([C:9]1[C:19]([CH3:25])=[CH:20][C:21]([CH3:24])=[C:22]([CH3:23])[C:8]=1[OH:7])[CH2:12][CH2:13][CH2:14][CH2:15][C:16]([OH:18])=[O:17] |f:0.1.2.3.4.5|. Reported procedure: To a well stirred suspension of lithium aluminum hydride (2 parts) in dry tetrahydrofuran (50 volume parts) was added a solution of 5-(2'-hydroxy-3',4',6'-trimethylbenzoyl)pentanoic acid (formula II-1 wherein R=H3C, X=H, Y=OH, n=4, in the free form) in dry tetrahydrofuran (10 volume parts) at room temperature. After being stirred under reflux for 2 hours, the mixture was cooled to 0° C., acidified with cold dilute hydrochlororic acid, and extracted with ethyl acetate. The ethyl acetate extract w...